This data is from the Open Reaction Database (ORD), a public repository of structured organic reaction records. The task is: describe an organic reaction: reactants, conditions, products, and yield Reactants: BrC=1C(=CC2=C(C3=NC(=CN3CCO2)C(=O)N)C1)F (9-Bromo-8-fluoro-4,5-dihydro-6-oxa-1,3a-diaza-benzo[e]azulene-2-carboxylic acid amide), C1CC(=O)N(C1=O)I (NIS). Solvent: CS(=O)C (DMSO). Reaction conditions: temperature 80 celsius, time 8 hour. Yields the product BrC=1C(=CC2=C(C3=NC(=C(N3CCO2)I)C(=O)N)C1)F (9-Bromo-8-fluoro-3-iodo-4,5-dihydro-6-oxa-1,3a-diaza-benzo[e]azulene-2-carboxylic acid amide). The yield is 47.1%. Reaction SMILES: [Br:1][C:2]1[C:3]([F:19])=[CH:4][C:5]2[O:14][CH2:13][CH2:12][N:11]3[C:7](=[N:8][C:9]([C:15]([NH2:17])=[O:16])=[CH:10]3)[C:6]=2[CH:18]=1.C1C(=O)N([I:27])C(=O)C1>CS(C)=O>[Br:1][C:2]1[C:3]([F:19])=[CH:4][C:5]2[O:14][CH2:13][CH2:12][N:11]3[C:7](=[N:8][C:9]([C:15]([NH2:17])=[O:16])=[C:10]3[I:27])[C:6]=2[CH:18]=1. Procedure: Into a 3000-mL 4-necked round-bottom flask purged and maintained with an inert atmosphere of nitrogen was placed a solution of 9-Bromo-8-fluoro-4,5-dihydro-6-oxa-1,3a-diaza-benzo[e]azulene-2-carboxylic acid amide (150 g, 459.95 mmol, 1.00 equiv) in DMSO (1500 mL), and NIS (206.1 g, 916.08 mmol, 2.00 equiv). The resulting solution was stirred overnight at 80° C., cooled to room temperature, quenched by the addition of 6 L of water, and diluted with 600 mL of saturated aqueous Na2SO3 and 600 mL sa... Reactants: C(=O)([O-])C(O)C(O)C(=O)[O-].[Na+].[Na+] (sodium tartrate), C(C)OC(=O)[C@H]1[C@@H](C1)CNC(=O)OC(C)(C)C (Trans-2-(tert-Butoxycarbonylamino-methyl)-cyclopropanecarboxylic acid ethyl ester), solution, CC(C)C[AlH]CC(C)C (DIBAL-H). Run in C1(=CC=CC=C1)C (toluene), C1(=CC=CC=C1)C (toluene). Reaction conditions: temperature -78 celsius, time 0.5 hour. The product is C(C)(C)(C)OC(NC[C@H]1[C@@H](C1)C=O)=O (Trans-(2-Formyl-cyclopropylmethyl)-carbamic acid tert-butyl ester). Reaction SMILES: C([O:3][C:4]([C@@H:6]1[CH2:8][C@H:7]1[CH2:9][NH:10][C:11]([O:13][C:14]([CH3:17])([CH3:16])[CH3:15])=[O:12])=O)C.CC(C[AlH]CC(C)C)C.C(C(C(C([O-])=O)O)O)([O-])=O.[Na+].[Na+]>C1(C)C=CC=CC=1>[C:14]([O:13][C:11](=[O:12])[NH:10][CH2:9][C@@H:7]1[CH2:8][C@H:6]1[CH:4]=[O:3])([CH3:15])([CH3:17])[CH3:16] |f:2.3.4|. Procedure details: To a solution of Trans-2-(tert-Butoxycarbonylamino-methyl)-cyclopropanecarboxylic acid ethyl ester (0.320 g, 1.3 mmol), in toluene (5 mL) at −78° C. a 1.2M solution of DIBAL-H (1.86 mL, 2.2 mmol) in toluene was added. The mixture was stirred at −78° C. until TLC after 0.5 h indicated completion of the reaction. A saturated solution of sodium tartrate was added and the water was extracted three times with dichloromethane. The combined organic layers were washed with water and brine, dried over ma... Reported procedure: The procedure of Example 35, part (A) is followed using ethyl α-bromopropionate in equivalent quantities in place of ethyl bromoacetate used therein. There is obtained ethyl α-(1-hydroxy-6-methoxy-2-methyl-1-indanyl)propionate, which is dehydrated to ethyl α-(5-methoxy-2-methyl-3-indenyl)propionate in the same manner. Reaction SMILES: [CH3:1][O:2][C:3]1[CH:4]=[C:5]2[C:9](=[CH:10][CH:11]=1)[CH2:8][C:7]([CH3:12])=[C:6]2[CH:13]([CH3:17])[C:14]([OH:16])=[O:15].Br[CH:19](C)[C:20](OCC)=O.BrCC(OCC)=[O:29]>>[OH:29][C:6]1([CH:13]([CH3:17])[C:14]([O:16][CH2:19][CH3:20])=[O:15])[C:5]2[C:9](=[CH:10][CH:11]=[C:3]([O:2][CH3:1])[CH:4]=2)[CH2:8][CH:7]1[CH3:12]. The reactants are COC=1C=C2C(=C(CC2=CC1)C)C(C(=O)O)C (α-(5-Methoxy-2-methyl-3-indenyl)propionic acid), BrC(C(=O)OCC)C (ethyl α-bromopropionate), BrCC(=O)OCC (ethyl bromoacetate). Yields the product OC1(C(CC2=CC=C(C=C12)OC)C)C(C(=O)OCC)C (ethyl α-(1-hydroxy-6-methoxy-2-methyl-1-indanyl)propionate). Starting materials: C1(=CC=CS1)C(=O)C1=CC=C(C(C(=O)Cl)C)C=C1 (p-(2-thenoyl)hydratropoyl chloride), NC=1SCCN1 (2-amino-2-thiazoline). Run in O1CCOCC1 (dioxane), O1CCOCC1 (dioxane). Reaction conditions: time 30 minute. The product is S1C(=NCC1)NC(C(C)C1=CC=C(C=C1)C(C1=CC=CS1)=O)=O (N-(2-thiazolin-2-yl)-p-(2-thenoyl)hydratropamide). RXN SMILES: [NH2:1][C:2]1[S:3][CH2:4][CH2:5][N:6]=1.[C:7]1([C:12]([C:14]2[CH:24]=[CH:23][C:17]([CH:18]([CH3:22])[C:19](Cl)=[O:20])=[CH:16][CH:15]=2)=[O:13])[S:11][CH:10]=[CH:9][CH:8]=1>O1CCOCC1>[S:3]1[CH2:4][CH2:5][N:6]=[C:2]1[NH:1][C:19](=[O:20])[CH:18]([C:17]1[CH:16]=[CH:15][C:14]([C:12](=[O:13])[C:7]2[S:11][CH:10]=[CH:9][CH:8]=2)=[CH:24][CH:23]=1)[CH3:22]. Reported procedure: To a stirred and refluxing solution of 3.06 parts of 2-amino-2-thiazoline in 60 parts of dioxane is added a solution of 4.2 parts of p-(2-thenoyl)hydratropoyl chloride in 45 parts of dioxane. Upon completion, stirring at reflux is continued for 30 minutes. The reaction mixture is cooled, filtered and the filtrate is evaporated. The residue is purified by column-chromatography over silicagel, using a mixture of chloroform and 5% of methanol as eluent. The pure fractions are collected and the elue... Reactants: CCCCn1c(=O)n(CCCCC#N)c(=O)c2[nH]c(Cl)nc21, CCO, NO. Product: CCCCn1c(=O)n(CCCCC(=N)NO)c(=O)c2[nH]c(Cl)nc21. Reaction SMILES: [CH2:1]([CH2:2][CH2:3][CH3:4])[n:5]1[c:6](=[O:22])[n:7]([CH2:16][CH2:17][CH2:18][CH2:19][C:20]#[N:21])[c:8](=[O:15])[c:9]2[nH:10][c:11]([Cl:14])[n:12][c:13]12.[CH3:25][CH2:26][OH:27].[NH2:23][OH:24]>>[CH2:1]([CH2:2][CH2:3][CH3:4])[n:5]1[c:6](=[O:22])[n:7]([CH2:16][CH2:17][CH2:18][CH2:19][C:20](=[NH:21])[NH:23][OH:24])[c:8](=[O:15])[c:9]2[nH:10][c:11]([Cl:14])[n:12][c:13]12.